From a dataset of the Open Reaction Database (ORD), a public repository of structured organic reaction records. describe an organic reaction: reactants, conditions, products, and yield Reactants: N1[C@H](C(=O)O)CCC1.C(C1=CC=CC=C1)NC([C@@H](N)[C@@H](C)CC)=O (L-proline L-isoleucine benzylamide), C([O-])([O-])=O.[Cs+].[Cs+] (cesium carbonate), BrCC(=O)C1=CC=CC=C1 (2-bromoacetophenone). The solvent is C(C)#N (acetonitrile). The product is C1(=CC=CC=C1)C(CN1[C@H](C(=O)N(C([C@@H](N)[C@@H](C)CC)=O)CC2=CC=CC=C2)CCC1)=O (L-isoleucine, N-[1-(2-phenyl-2-oxoethyl)-L-prolyl] benzylamide). Yield: 93.9%. RXN SMILES: [NH:1]1[CH2:8][CH2:7][CH2:6][C@H:2]1[C:3]([OH:5])=O.[CH2:9]([NH:16][C:17](=[O:24])[C@H:18]([C@H:20]([CH2:22][CH3:23])[CH3:21])[NH2:19])[C:10]1[CH:15]=[CH:14][CH:13]=[CH:12][CH:11]=1.C(=O)([O-])[O-].[Cs+].[Cs+].Br[CH2:32][C:33]([C:35]1[CH:40]=[CH:39][CH:38]=[CH:37][CH:36]=1)=[O:34]>C(#N)C>[C:35]1([C:33](=[O:34])[CH2:32][N:1]2[CH2:8][CH2:7][CH2:6][C@H:2]2[C:3]([N:16]([CH2:9][C:10]2[CH:15]=[CH:14][CH:13]=[CH:12][CH:11]=2)[C:17](=[O:24])[C@H:18]([C@H:20]([CH2:22][CH3:23])[CH3:21])[NH2:19])=[O:5])[CH:40]=[CH:39][CH:38]=[CH:37][CH:36]=1 |f:0.1,2.3.4|. Reported procedure: Using the procedure described in example 5, treatment of L-proline-L-isoleucine benzylamide (361 mg, 1.14 mmol), with cesium carbonate (0.74 g, 2.28 mmol), and 2-bromoacetophenone (1.134 g, 5.69 mmol, 5.0 eq) in acetonitrile (12 mL), provided 466 mg (94%) of L-isoleucine, N-[1-(2-phenyl-2-oxoethyl)-L-prolyl] benzylamide as a pale yellow oil.